This data is from the Open Reaction Database (ORD), a public repository of structured organic reaction records. The task is: describe an organic reaction: reactants, conditions, products, and yield Starting materials: CC(C)(C)OC(=O)NC1CCN(Cc2cc3nc(-c4cccc(O)c4)nc(N4CCOCC4)c3s2)CC1, ClCCl, Cl. Product: NC1CCN(Cc2cc3nc(-c4cccc(O)c4)nc(N4CCOCC4)c3s2)CC1. RXN SMILES: [C:1]([O:2][C:3](=[O:4])[NH:7][CH:8]1[CH2:9][CH2:10][N:11]([CH2:14][c:15]2[cH:16][c:17]3[n:18][c:19](-[c:30]4[cH:31][c:32]([OH:36])[cH:33][cH:34][cH:35]4)[n:20][c:21]([N:24]4[CH2:25][CH2:26][O:27][CH2:28][CH2:29]4)[c:22]3[s:23]2)[CH2:12][CH2:13]1)([CH3:5])([CH3:6])[CH3:37].[Cl:39][CH2:40][Cl:41].[ClH:38]>>[NH2:7][CH:8]1[CH2:9][CH2:10][N:11]([CH2:14][c:15]2[cH:16][c:17]3[n:18][c:19](-[c:30]4[cH:31][c:32]([OH:36])[cH:33][cH:34][cH:35]4)[n:20][c:21]([N:24]4[CH2:25][CH2:26][O:27][CH2:28][CH2:29]4)[c:22]3[s:23]2)[CH2:12][CH2:13]1. Reactants: CCN(C(C)C)C(C)C, CCCCO, Clc1ccnc2ncnn12, c1ccc2c(OCC3CCCN3)cccc2c1. Product: c1ccc2c(OCC3CCCN3c3ccnc4ncnn34)cccc2c1. RXN SMILES: [CH2:28]([N:29]([CH:30]([CH3:31])[CH3:32])[CH:33]([CH3:34])[CH3:35])[CH3:36].[CH2:37]([OH:38])[CH2:39][CH2:40][CH3:41].[Cl:18][c:19]1[cH:20][cH:21][n:22][c:23]2[n:24]1[n:25][cH:26][n:27]2.[c:1]1([O:11][CH2:12][CH:13]2[NH:14][CH2:15][CH2:16][CH2:17]2)[cH:2][cH:3][cH:4][c:5]2[cH:6][cH:7][cH:8][cH:9][c:10]12>>[c:1]1([O:11][CH2:12][CH:13]2[N:14]([c:19]3[cH:20][cH:21][n:22][c:23]4[n:24]3[n:25][cH:26][n:27]4)[CH2:15][CH2:16][CH2:17]2)[cH:2][cH:3][cH:4][c:5]2[cH:6][cH:7][cH:8][cH:9][c:10]12. The reactants are C1(=CC=CC=C1)C(=NCP(OCC)(=O)CN=C(C1=CC=CC=C1)C1=CC=CC=C1)C1=CC=CC=C1 (Ethyl bis(N-diphenylmethyleneaminomethyl)phosphinate), BrC(=C)CBr (2,3-dibromopropene). Product: C1(=CC=CC=C1)C(=NC(CC(=C)Br)P(OCC)(=O)C(CC(=C)Br)N=C(C1=CC=CC=C1)C1=CC=CC=C1)C1=CC=CC=C1 (Ethyl bis(N-diphenylmethylene-1-amino-3-bromobut-3-enyl)-phosphinate). Yield: 71.0%. RXN SMILES: [C:1]1([C:7]([C:30]2[CH:35]=[CH:34][CH:33]=[CH:32][CH:31]=2)=[N:8][CH2:9][P:10]([CH2:15][N:16]=[C:17]([C:24]2[CH:29]=[CH:28][CH:27]=[CH:26][CH:25]=2)[C:18]2[CH:23]=[CH:22][CH:21]=[CH:20][CH:19]=2)(=[O:14])[O:11][CH2:12][CH3:13])[CH:6]=[CH:5][CH:4]=[CH:3][CH:2]=1.[Br:36][C:37]([CH2:39]Br)=[CH2:38]>>[C:24]1([C:17]([C:18]2[CH:19]=[CH:20][CH:21]=[CH:22][CH:23]=2)=[N:16][CH:15]([P:10]([CH:9]([N:8]=[C:7]([C:1]2[CH:2]=[CH:3][CH:4]=[CH:5][CH:6]=2)[C:30]2[CH:31]=[CH:32][CH:33]=[CH:34][CH:35]=2)[CH2:39][C:37]([Br:36])=[CH2:38])(=[O:14])[O:11][CH2:12][CH3:13])[CH2:39][C:37]([Br:36])=[CH2:38])[CH:25]=[CH:26][CH:27]=[CH:28][CH:29]=1. Procedure details: Analogously to Example 6, the bis-alkylated phosphinates 9 were prepared in a yield of 71% from the protected phosphinate 3 and 2,3-dibromopropene. The reactants are Cl, CC(=O)NCCC1CCc2ccc(N)c(O)c21, O, O=C(Cl)Cc1ccccc1, c1ccncc1. The product is CC(=O)NCCC1CCc2ccc(NC(=O)Cc3ccccc3)c(O)c21. RXN SMILES: [ClH:1].[NH2:2][c:3]1[cH:4][cH:5][c:6]2[c:10]([c:11]1[OH:12])[CH:9]([CH2:13][CH2:14][NH:15][C:16]([CH3:17])=[O:18])[CH2:8][CH2:7]2.[OH2:29].[c:19]1([CH2:25][C:26](=[O:27])[Cl:28])[cH:20][cH:21][cH:22][cH:23][cH:24]1.[cH:30]1[cH:31][cH:32][n:33][cH:34][cH:35]1>>[NH:2]([c:3]1[cH:4][cH:5][c:6]2[c:10]([c:11]1[OH:12])[CH:9]([CH2:13][CH2:14][NH:15][C:16]([CH3:17])=[O:18])[CH2:8][CH2:7]2)[C:26]([CH2:25][c:19]1[cH:20][cH:21][cH:22][cH:23][cH:24]1)=[O:27].